Dataset: the Open Reaction Database (ORD), a public repository of structured organic reaction records. Task: describe an organic reaction: reactants, conditions, products, and yield Starting materials: CC(C)=O, Cn1nc(-c2ccccc2)nc1C(O)c1cc(C2(C)OCCO2)ccc1F, O. Product: CC(=O)c1ccc(F)c(C(O)c2nc(-c3ccccc3)nn2C)c1. Reaction SMILES: [CH3:28][C:29](=[O:30])[CH3:31].[F:1][c:2]1[c:3]([CH:14]([OH:15])[c:16]2[n:17]([CH3:27])[n:18][c:19](-[c:21]3[cH:22][cH:23][cH:24][cH:25][cH:26]3)[n:20]2)[cH:4][c:5]([C:8]2([CH3:13])[O:9][CH2:12][CH2:11][O:10]2)[cH:6][cH:7]1.[OH2:32]>>[F:1][c:2]1[c:3]([CH:14]([OH:15])[c:16]2[n:17]([CH3:27])[n:18][c:19](-[c:21]3[cH:22][cH:23][cH:24][cH:25][cH:26]3)[n:20]2)[cH:4][c:5]([C:8](=[O:9])[CH3:13])[cH:6][cH:7]1. Starting materials: C(CCC)C1=NC2=C(N1)C=C1C=CC=CC1=C2 (2-butyl-1H-naphth(2,3-d) imidazole), BrCC1=CC=C(C#N)C=C1 (4-bromomethyl benzonitrile). Yields the product C(CCC)C1=NC2=C(N1CC1=CC=C(C#N)C=C1)C=C1C=CC=CC1=C2 (4-((2-butyl-1H-naphth(2,3-d) imidazol-1-yl)-methyl)benzonitrile). Isolated yield 67.8%. RXN SMILES: [CH2:1]([C:5]1[NH:9][C:8]2[CH:10]=[C:11]3[C:16](=[CH:17][C:7]=2[N:6]=1)[CH:15]=[CH:14][CH:13]=[CH:12]3)[CH2:2][CH2:3][CH3:4].Br[CH2:19][C:20]1[CH:27]=[CH:26][C:23]([C:24]#[N:25])=[CH:22][CH:21]=1>>[CH2:1]([C:5]1[N:6]([CH2:19][C:20]2[CH:27]=[CH:26][C:23]([C:24]#[N:25])=[CH:22][CH:21]=2)[C:7]2[CH:17]=[C:16]3[C:11](=[CH:10][C:8]=2[N:9]=1)[CH:12]=[CH:13][CH:14]=[CH:15]3)[CH2:2][CH2:3][CH3:4]. Procedure: Using the procedure of Step B of Example 1, 449 mg of the product of Step A and 392 mg of 4-bromomethyl benzonitrile were reacted to obtain 460 mg of the desired product melting at 138° C. after crystallization from ethyl ether. As a reaction SMILES: [B:26]([OH:27])([F:28])[F:29].[CH3:1][N:2]1[CH2:3][CH2:4][NH:5][CH2:6][CH2:7]1.[CH3:30][S:31](=[O:32])[CH3:33].[F:8][c:9]1[cH:10][c:11]2[c:12](=[O:25])[c:13]([C:22](=[O:23])[OH:24])[cH:14][n:15]([NH:20][CH3:21])[c:16]2[cH:17][c:18]1[Cl:19]>>[B:26]([OH:27])([F:28])[F:29].[CH3:1][N:2]1[CH2:3][CH2:4][N:5]([c:18]2[c:9]([F:8])[cH:10][c:11]3[c:12](=[O:25])[c:13]([C:22](=[O:23])[OH:24])[cH:14][n:15]([NH:20][CH3:21])[c:16]3[cH:17]2)[CH2:6][CH2:7]1. The product is OB(F)F, CNn1cc(C(=O)O)c(=O)c2cc(F)c(N3CCN(C)CC3)cc21. Reactants: OB(F)F, CN1CCNCC1, CS(C)=O, CNn1cc(C(=O)O)c(=O)c2cc(F)c(Cl)cc21. Starting materials: FC=1C=CC(=C(C1)C=1C(=CC=CC1)C(=O)OC)[N+](=O)[O-] (methyl 5′-fluoro-2′-nitrobiphenyl-2-carboxylate), [H][H] (hydrogen). The reagents and catalysts are [Pd] (palladium on carbon). Run in CO (methanol). The product is FC1=CC=2C3=CC=CC=C3C(N(C2C=C1)O)=O (2-fluoro-5-hydroxyphenanthridin-6(5H)-one). Isolated yield 98.1%. RXN SMILES: [F:1][C:2]1[CH:3]=[CH:4][C:5]([N+:18]([O-:20])=O)=[C:6]([C:8]2[C:9]([C:14](OC)=[O:15])=[CH:10][CH:11]=[CH:12][CH:13]=2)[CH:7]=1.[H][H]>CO.[Pd]>[F:1][C:2]1[CH:3]=[CH:4][C:5]2[N:18]([OH:20])[C:14](=[O:15])[C:9]3[C:8](=[CH:13][CH:12]=[CH:11][CH:10]=3)[C:6]=2[CH:7]=1. Procedure: To a solution of the product of Example 37a (methyl 5′-fluoro-2′-nitrobiphenyl-2-carboxylate, 56.79 mg, 0.206 mmol) in methanol (9 mL) was added 10% palladium on carbon (15.6 mg, 0.015 mmol). The flask was fitted with a hydrogen balloon and de-gassed three times with hydrogen. The reaction mixture was stirred, diluted with dimethylformamide, and filtered. The filtrate was concentrated to provide 2-fluoro-5-hydroxyphenanthridin-6(5H)-one (37b, 46.36 mg, 0.202 mmol, 98% yield). The reactants are ClC1=NC2=CC=CC=C2C(=N1)Cl (2,4-dichloroquinazoline), C(C)(C)(C)C1CCC(CC1)N (4-tert-butylcyclohexylamine), CC1=NNC(=C1)C (3,5-dimethylpyrazole). Yields the product Cl.C(C)(C)(C)C1CCC(CC1)NC1=NC(=NC2=CC=CC=C12)N1N=C(C=C1C)C ((4-tert-Butyl-cyclohexyl)-[2-(3,5-dimethyl-pyrazol-1-yl)-quinazolin-4-yl]-amine, Hydrochloride). RXN SMILES: [Cl:1][C:2]1[N:11]=[C:10](Cl)[C:9]2[C:4](=[CH:5][CH:6]=[CH:7][CH:8]=2)[N:3]=1.[C:13]([CH:17]1[CH2:22][CH2:21][CH:20]([NH2:23])[CH2:19][CH2:18]1)([CH3:16])([CH3:15])[CH3:14].[CH3:24][C:25]1[CH:29]=[C:28]([CH3:30])[NH:27][N:26]=1>>[ClH:1].[C:13]([CH:17]1[CH2:18][CH2:19][CH:20]([NH:23][C:10]2[C:9]3[C:4](=[CH:5][CH:6]=[CH:7][CH:8]=3)[N:3]=[C:2]([N:26]3[C:25]([CH3:24])=[CH:29][C:28]([CH3:30])=[N:27]3)[N:11]=2)[CH2:21][CH2:22]1)([CH3:16])([CH3:14])[CH3:15] |f:3.4|. Procedure details: Was prepared according to Method A from 2,4-dichloroquinazoline, 4-tert-butylcyclohexylamine and 3,5-dimethylpyrazole. Mp. 253-255° C.